Dataset: the Open Reaction Database (ORD), a public repository of structured organic reaction records. Task: describe an organic reaction: reactants, conditions, products, and yield Reactants: C(C)(C)(C)OC(=O)N1CCN(CC1)C(=O)C1=C(N(C2=C1C=NC(=C2)OC)C2CCCCC2)CC2=C(C(=CC=C2)F)C (4-[1-Cyclohexyl-2-(3-fluoro-2-methyl-benzyl)-6-methoxy-1H-pyrrolo[3,2-c]pyridine-3-carbonyl]-piperazine-1-carboxylic acid tert-butyl ester), Cl.Cl.C1(CCCCC1)N1C(=C(C=2C=NC(=CC21)OC)C(=O)N2CCNCC2)CC2=C(C(=CC=C2)F)C ([1-cyclohexyl-2-(3-fluoro-2-methyl-benzyl)-6-methoxy-1H-pyrrolo[3,2-c]pyridin-3-yl]-piperazin-1-yl-methanone dihydrochloride), Cl (hydrochloric acid). Conditions: time 8 hour. Product: C1(CCCCC1)N1C(=C(C=2C=NC(=CC21)OC)C(=O)N2CCNCC2)CC2=C(C(=CC=C2)F)C ([1-Cyclohexyl-2-(3-fluoro-2-methyl-benzyl)-6-methoxy-1H-pyrrolo[3,2-c]pyridin-3-yl]-piperazin-1-yl-methanone). The yield is 67.5%. Reaction SMILES: C(OC([N:8]1[CH2:13][CH2:12][N:11]([C:14]([C:16]2[C:20]3[CH:21]=[N:22][C:23]([O:25][CH3:26])=[CH:24][C:19]=3[N:18]([CH:27]3[CH2:32][CH2:31][CH2:30][CH2:29][CH2:28]3)[C:17]=2[CH2:33][C:34]2[CH:39]=[CH:38][CH:37]=[C:36]([F:40])[C:35]=2[CH3:41])=[O:15])[CH2:10][CH2:9]1)=O)(C)(C)C.Cl.Cl.Cl.C1(N2C3C=C(OC)N=CC=3C(C(N3CCNCC3)=O)=C2CC2C=CC=C(F)C=2C)CCCCC1>>[CH:27]1([N:18]2[C:19]3[CH:24]=[C:23]([O:25][CH3:26])[N:22]=[CH:21][C:20]=3[C:16]([C:14]([N:11]3[CH2:12][CH2:13][NH:8][CH2:9][CH2:10]3)=[O:15])=[C:17]2[CH2:33][C:34]2[CH:39]=[CH:38][CH:37]=[C:36]([F:40])[C:35]=2[CH3:41])[CH2:28][CH2:29][CH2:30][CH2:31][CH2:32]1 |f:2.3.4|. Reported procedure: The compound of step 8 (38 mg, 67 μmol) was reacted analogously as described in example 4, step 2. Dissolution of the obtained solid in a small quantity of MOH, addition of hydrochloric acid (0.1 M) and lyophilization overnight yielded 21 mg of the title compound in the form of the [1-cyclohexyl-2-(3-fluoro-2-methyl-benzyl)-6-methoxy-1H-pyrrolo[3,2-c]pyridin-3-yl]-piperazin-1-yl-methanone dihydrochloride. The reactants are NC[C@H]1CN(C[C@H]1O)CCN1C(C=CC2=NC=C(C=C12)F)=O (1-{2-[(3S,4S)-3-(Aminomethyl)-4-hydroxy-1-pyrrolidinyl]ethyl}-7-fluoro-1,5-naphthyridin-2(1H)-one), C(C)(=O)O[BH-](OC(C)=O)OC(C)=O.[Na+] (sodium triacetoxyborohydride), C(Cl)Cl (DCM), O=C1NC2=C(OC1)C=CC(=N2)C=O (3-oxo-3,4-dihydro-2H-pyrido[3,2-b][1,4]oxazine-6-carboxaldehyde), C([O-])([O-])=O.[Na+].[Na+] (sodium carbonate). Solvent: CO (MeOH). Reaction conditions: time 18 hour. Yields the product Cl.FC1=CN=C2C=CC(N(C2=C1)CCN1C[C@@H]([C@@H](C1)O)CNCC=1C=CC=2OCC(NC2N1)=O)=O (6-{[({(3S,4S)-1-[2-(7-fluoro-2-oxo-1,5-naphthyridin-1(2H)-yl)ethyl]-4-hydroxy-3-pyrrolidinyl}methyl)amino]methyl}-2H-pyrido[3,2-b][1,4]oxazin-3(4H)-one Hydrochloride). Yield: 48.0%. Reaction SMILES: [NH2:1][CH2:2][C@@H:3]1[C@H:7]([OH:8])[CH2:6][N:5]([CH2:9][CH2:10][N:11]2[C:20]3[C:15](=[N:16][CH:17]=[C:18]([F:21])[CH:19]=3)[CH:14]=[CH:13][C:12]2=[O:22])[CH2:4]1.[O:23]=[C:24]1[CH2:29][O:28][C:27]2[CH:30]=[CH:31][C:32]([CH:34]=O)=[N:33][C:26]=2[NH:25]1.C(=O)([O-])[O-].[Na+].[Na+].C(O[BH-](OC(=O)C)OC(=O)C)(=O)C.[Na+].C(Cl)[Cl:57]>CO>[ClH:57].[F:21][C:18]1[CH:19]=[C:20]2[C:15]([CH:14]=[CH:13][C:12](=[O:22])[N:11]2[CH2:10][CH2:9][N:5]2[CH2:6][C@@H:7]([OH:8])[C@@H:3]([CH2:2][NH:1][CH2:34][C:32]3[CH:31]=[CH:30][C:27]4[O:28][CH2:29][C:24](=[O:23])[NH:25][C:26]=4[N:33]=3)[CH2:4]2)=[N:16][CH:17]=1 |f:2.3.4,5.6,9.10|. Reported procedure: 1-{2-[(3S,4S)-3-(Aminomethyl)-4-hydroxy-1-pyrrolidinyl]ethyl}-7-fluoro-1,5-naphthyridin-2(1H)-one (108 mg; 0.353 mmol) and 3-oxo-3,4-dihydro-2H-pyrido[3,2-b][1,4]oxazine-6-carboxaldehyde (for a synthesis see WO2003087098, Example 31(e)) (69 mg; 0.388 mmol) were combined in anhydrous DCM (5 ml) and anhydrous MeOH (1 ml) with a spatula of solid sodium carbonate. The reaction mixture was stirred under nitrogen for 18 h then sodium triacetoxyborohydride (235 mg; 1.06 mmol) was added and stirred for ... Starting materials: NC=1C=C(C(=O)NN=C(C)C2=CSC(=C2O)C2=CC(=C(C=C2)Cl)Cl)C=CC1N (3,4-diamino-N′-[1-{5-(3,4-dichlorophenyl)-4-hydroxythiophen-3-yl}ethylidene]benzohydrazide), Cl (HCl), CC(C)([O-])C.[Na+] (sodium tert-butoxide), C1=CN(C=N1)C(=S)N2C=CN=C2 (N,N′-thiocarbonyldiimidazole). RXN SMILES: [NH2:1][C:2]1[CH:3]=[C:4]([CH:25]=[CH:26][C:27]=1[NH2:28])[C:5]([NH:7][N:8]=[C:9]([C:11]1[C:15]([OH:16])=[C:14]([C:17]2[CH:22]=[CH:21][C:20]([Cl:23])=[C:19]([Cl:24])[CH:18]=2)[S:13][CH:12]=1)[CH3:10])=[O:6].CC(C)([O-])C.[Na+].C1N=CN([C:40](N2C=NC=C2)=[S:41])C=1.Cl>O1CCCC1>[Cl:24][C:19]1[CH:18]=[C:17]([C:14]2[S:13][CH:12]=[C:11]([C:9](=[N:8][NH:7][C:5]([C:4]3[CH:25]=[CH:26][C:27]4[NH:28][C:40](=[S:41])[NH:1][C:2]=4[CH:3]=3)=[O:6])[CH3:10])[C:15]=2[OH:16])[CH:22]=[CH:21][C:20]=1[Cl:23] |f:1.2|. Run at time 16 hour. Yields the product ClC=1C=C(C=CC1Cl)C1=C(C(=CS1)C(C)=NNC(=O)C1=CC2=C(NC(N2)=S)C=C1)O (N′-[1-{5-(3,4-dichlorophenyl)-4-hydroxythiophen-3-yl}ethylidene]-2-thioxo-2,3-dihydro-1H-benzo[d]imidazole-5-carbohydrazide). Solvent: O1CCCC1 (tetrahydrofuran). Reported procedure: To a suspension of 3,4-diamino-N′-[1-{5-(3,4-dichlorophenyl)-4-hydroxythiophen-3-yl}ethylidene]benzohydrazide (30 mg, 0.064 mmol, see the synthetic example 176) in tetrahydrofuran (3.0 mL) was added sodium tert-butoxide (12 mg, 0.13 mmol) and N,N′-thiocarbonyldiimidazole (23 mg, 0.13 mmol). The reaction mixture turned clear orange and was stirred at room temperature for 16 hours, and then was acidified with 1M aqueous HCl solution (1.0 mL) and concentrated under the reduced pressure. The precipi... Yield: 52.0%. The reactants are C([O-])([O-])=O.[K+].[K+] (potassium carbonate), CC1(OB(OC1(C)C)C1=CC=C(C=C1)C1=C(C=CC=C1)C#N)C (2-[4-(4,4,5,5-tetramethyl-1,3,2-dioxaborolan-2-yl)phenyl]benzenecarbonitrile), C(C)OC(=O)C=1N(C(=C(C1I)C#N)CC)C (4-cyano-5-ethyl-3-iodo-1-methyl-1H-pyrrole-2-carboxylic acid ethyl ester), C(C)(=O)OC(C)C (isopropyl acetate), C([O-])([O-])=O.[K+].[K+] (potassium carbonate). The reagents and catalysts are [Pd] (palladium black), CC(=O)[O-].CC(=O)[O-].C1=CC=C(C=C1)P(C2=CC=CC=C2)C3=CC=CC=C3.C1=CC=C(C=C1)P(C2=CC=CC=C2)C3=CC=CC=C3.[Pd+2] (bis(acetato)bis(triphenylphosphine)palladium (II)). The solvent is O (water), C(C)O (ethanol), O (water). Conditions: temperature 75 celsius. Yields the product C(#N)C=1C(=C(N(C1CC)C)C(=O)OCC)C1=CC=C(C=C1)C1=C(C=CC=C1)C#N (ethyl 4-cyano-3-[4-(2-cyanophenyl)phenyl]-5-ethyl-1-methylpyrrole-2-carboxylate). Yield: 62.7%. As a reaction SMILES: CC1(C)C(C)(C)OB([C:9]2[CH:14]=[CH:13][C:12]([C:15]3[CH:20]=[CH:19][CH:18]=[CH:17][C:16]=3[C:21]#[N:22])=[CH:11][CH:10]=2)O1.[CH2:24]([O:26][C:27]([C:29]1[N:30]([CH3:39])[C:31]([CH2:37][CH3:38])=[C:32]([C:35]#[N:36])[C:33]=1I)=[O:28])[CH3:25].C(OC(C)C)(=O)C.C(=O)([O-])[O-].[K+].[K+]>O.[Pd].CC([O-])=O.CC([O-])=O.C1C=CC(P(C2C=CC=CC=2)C2C=CC=CC=2)=CC=1.C1C=CC(P(C2C=CC=CC=2)C2C=CC=CC=2)=CC=1.[Pd+2].C(O)C>[C:35]([C:32]1[C:33]([C:9]2[CH:10]=[CH:11][C:12]([C:15]3[CH:20]=[CH:19][CH:18]=[CH:17][C:16]=3[C:21]#[N:22])=[CH:13][CH:14]=2)=[C:29]([C:27]([O:26][CH2:24][CH3:25])=[O:28])[N:30]([CH3:39])[C:31]=1[CH2:37][CH3:38])#[N:36] |f:3.4.5,8.9.10.11.12|. Procedure details: Add 2-[4-(4,4,5,5-tetramethyl-1,3,2-dioxaborolan-2-yl)phenyl]benzenecarbonitrile (0.916 grams, 0.003 moles, prepared in preparation 58), 4-cyano-5-ethyl-3-iodo-1-methyl-1H-pyrrole-2-carboxylic acid ethyl ester (0.996 grams, 0.003 moles, prepared in preparation 38), isopropyl acetate (14 mL) and ethanol (6 mL) to a 100 mL 3-neck flask. Stir the mixture under a nitrogen atmosphere and add palladium black (0.0319 grams, 0.0003 moles). Add a solution of potassium carbonate (0.663 grams, 0.0048 moles... The reactants are ClC1=NC(=CC(=N1)N)Cl (2,6-Dichloro-pyrimidin-4-ylamine), C(C)OC(C(CBr)=O)=O (3-bromo-2-oxo-propionic acid ethyl ester). The product is C(C)OC(=O)C=1N=C2N(C(=NC(=C2)Cl)Cl)C1 (5,7-dichloro-imidazo[1,2-c]pyrimidine-2-carboxylic acid ethyl ester). RXN SMILES: [Cl:1][C:2]1[N:7]=[C:6]([NH2:8])[CH:5]=[C:4]([Cl:9])[N:3]=1.[CH2:10]([O:12][C:13](=[O:18])[C:14](=O)[CH2:15]Br)[CH3:11]>>[CH2:10]([O:12][C:13]([C:14]1[N:8]=[C:6]2[CH:5]=[C:4]([Cl:9])[N:3]=[C:2]([Cl:1])[N:7]2[CH:15]=1)=[O:18])[CH3:11]. Reported procedure: 2,6-Dichloro-pyrimidin-4-ylamine and 3-bromo-2-oxo-propionic acid ethyl ester were reacted to provide 5,7-dichloro-imidazo[1,2-c]pyrimidine-2-carboxylic acid ethyl ester. The title compound was prepared from 5,7-dichloro-imidazo[1,2-c]pyrimidine-2-carboxylic acid ethyl ester and 5-methyl-1H-pyrazol-3-ylamine according to the procedure described in Scheme 7. 1H NMR (400 MHz, DMSO) 10.81 (s, 1H) 9.10 (s, 1H) 7.10 (s, 1H) 6.48 (s, 1H) 4.37 (q, J=7.2 Hz 2H) 2.28 (s, 3H) 1.33 (t, J=7.2 Hz, 3H). [M+H]... Reaction SMILES: [NH:1]1[C:9]2[C:4](=[CH:5][CH:6]=[CH:7][CH:8]=2)[CH:3]=[C:2]1[CH2:10][CH2:11][C:12]([NH2:14])=[O:13].N1C2C(=CC=CC=2)C(CCCC(O)=O)=[CH:16]1.C(N1C=CN=C1)(N1C=CN=C1)=O>>[NH:1]1[C:9]2[C:4](=[CH:5][CH:6]=[CH:7][CH:8]=2)[CH:3]=[C:2]1[CH:10]([CH3:16])[CH2:11][C:12]([NH2:14])=[O:13]. The yield is 96.0%. Procedure: This compound was prepared in the manner described above for (18a), using 3-indolebutyric acid and 1,1'-carbonyldimidazole. A 96% yield was obtained as a off-white solid: mp 86-87° C. Product: N1C(=CC2=CC=CC=C12)C(CC(=O)N)C (3-Indolyl-butyramide). The reactants are N1C(=CC2=CC=CC=C12)CCC(=O)N (3-Indolyl-propionamide), N1C=C(C2=CC=CC=C12)CCCC(=O)O (3-indolebutyric acid), C(=O)(N1C=NC=C1)N1C=NC=C1 (1,1'-carbonyldimidazole). Reactants: CC(=O)O[BH-](OC(C)=O)OC(C)=O, Cc1nn(C)cc1C=O, Clc1nccnc1N1CCNCC1, ClCCCl, [Na+], [Na+], [OH-]. Product: Cc1nn(C)cc1CN1CCN(c2nccnc2Cl)CC1. RXN SMILES: [C:23]([O:24][BH-:25]([O:26][C:27](=[O:28])[CH3:29])[O:30][C:31](=[O:32])[CH3:33])(=[O:34])[CH3:35].[CH3:14][n:15]1[n:16][c:17]([CH3:22])[c:18]([CH:20]=[O:21])[cH:19]1.[Cl:1][c:2]1[c:3]([N:8]2[CH2:9][CH2:10][NH:11][CH2:12][CH2:13]2)[n:4][cH:5][cH:6][n:7]1.[Cl:39][CH2:40][CH2:41][Cl:42].[Na+:36].[Na+:38].[OH-:37]>>[Cl:1][c:2]1[c:3]([N:8]2[CH2:9][CH2:10][N:11]([CH2:20][c:18]3[c:17]([CH3:22])[n:16][n:15]([CH3:14])[cH:19]3)[CH2:12][CH2:13]2)[n:4][cH:5][cH:6][n:7]1.